From a dataset of the Open Reaction Database (ORD), a public repository of structured organic reaction records. describe an organic reaction: reactants, conditions, products, and yield Reactants: CCCCOc1c(NC(C)(C)CC)c(=O)c1=O, NCc1cccc(Cl)c1Cl, C1CCOC1. Reaction SMILES: [CH2:1]([O:2][c:6]1[c:7](=[O:17])[c:8](=[O:16])[c:9]1[NH:10][C:11]([CH2:12][CH3:13])([CH3:14])[CH3:15])[CH2:3][CH2:4][CH3:5].[Cl:18][c:19]1[c:20]([CH2:21][NH2:22])[cH:23][cH:24][cH:25][c:26]1[Cl:27].[O:28]1[CH2:29][CH2:30][CH2:31][CH2:32]1>>[c:6]1([NH:22][CH2:21][c:20]2[c:19]([Cl:18])[c:26]([Cl:27])[cH:25][cH:24][cH:23]2)[c:7](=[O:17])[c:8](=[O:16])[c:9]1[NH:10][C:11]([CH2:12][CH3:13])([CH3:14])[CH3:15]. Yields the product CCC(C)(C)Nc1c(NCc2cccc(Cl)c2Cl)c(=O)c1=O. Reactants: CCOC(=O)Cc1cccc(OCOC)c1, [H-], CI, [Na+], CN(C)C=O, O. The product is CCOC(=O)C(C)c1cccc(OCOC)c1. Reaction SMILES: [CH3:1][O:2][CH2:3][O:4][c:5]1[cH:6][c:7]([CH2:11][C:12](=[O:13])[O:14][CH2:15][CH3:16])[cH:8][cH:9][cH:10]1.[H-:18].[I:19][CH3:20].[Na+:17].[O:21]=[CH:22][N:23]([CH3:24])[CH3:25].[OH2:26]>>[CH3:1][O:2][CH2:3][O:4][c:5]1[cH:6][c:7]([CH:11]([C:12](=[O:13])[O:14][CH2:15][CH3:16])[CH3:20])[cH:8][cH:9][cH:10]1. Starting materials: FC=1C=C2C(C(NC2=CC1)=O)=O (5-fluoroisatin), Cl.C(C)(C)N(CCCl)C(C)C (2-diisopropylaminoethyl chloride hydrochloride), [H-].[Na+] (sodium hydride). Run in CN(C=O)C (N,N-dimethylformamide). Conditions: temperature 80 celsius. Product: C(C)(C)N(CCN1C(=O)C(=O)C2=CC(=CC=C12)F)C(C)C (1-(2-diisopropylaminoethyl)-5-fluoroisatin). Isolated yield 85.1%. Reaction SMILES: [F:1][C:2]1[CH:3]=[C:4]2[C:8](=[CH:9][CH:10]=1)[NH:7][C:6](=[O:11])[C:5]2=[O:12].Cl.[CH:14]([N:17]([CH:21]([CH3:23])[CH3:22])[CH2:18][CH2:19]Cl)([CH3:16])[CH3:15].[H-].[Na+]>CN(C)C=O>[CH:14]([N:17]([CH:21]([CH3:23])[CH3:22])[CH2:18][CH2:19][N:7]1[C:8]2[C:4](=[CH:3][C:2]([F:1])=[CH:10][CH:9]=2)[C:5](=[O:12])[C:6]1=[O:11])([CH3:16])[CH3:15] |f:1.2,3.4|. Reported procedure: To a suspension of 3.30 g of 5-fluoroisatin and 4.00 g of 2-diisopropylaminoethyl chloride hydrochloride in 75 ml of dry N,N-dimethylformamide was added 1.60 g of sodium hydride (60% dispersion in mineral oil) with stirring under ice-cooling. The mixture was stirred for 30 minutes at room temperature and then heated at 80° C. for 17 hours. The reaction mixture was concentrated under reduced pressure, and water was added to the residue. The mixture was extracted with benzene, and the benzene laye... The reactants are CC(C)(C)c1nc2cc(CC#N)ccc2s1, CO, Cl, [K+], [OH-], O. The product is CC(C)(C)c1nc2cc(CC(=O)O)ccc2s1. RXN SMILES: [C:1]([CH3:2])([CH3:3])([CH3:4])[c:5]1[s:6][c:7]2[c:8]([n:9]1)[cH:10][c:11]([CH2:14][C:15]#[N:16])[cH:12][cH:13]2.[CH3:20][OH:21].[ClH:19].[K+:18].[OH-:17].[OH2:22]>>[C:1]([CH3:2])([CH3:3])([CH3:4])[c:5]1[s:6][c:7]2[c:8]([n:9]1)[cH:10][c:11]([CH2:14][C:15](=[O:17])[OH:21])[cH:12][cH:13]2. Reactants: O=C1CCN(C(=O)OCc2ccccc2)CC1, CCCCCCOc1ccc(Br)cc1, [Mg], C1CCOC1. The product is CCCCCCOc1ccc(C2(O)CCN(C(=O)OCc3ccccc3)CC2)cc1. RXN SMILES: [CH2:16]([c:17]1[cH:18][cH:19][cH:20][cH:21][cH:22]1)[O:23][C:24](=[O:25])[N:26]1[CH2:27][CH2:28][C:29](=[O:32])[CH2:30][CH2:31]1.[CH2:2]([CH2:3][CH2:4][CH2:5][CH2:6][CH3:7])[O:8][c:9]1[cH:10][cH:11][c:12]([Br:15])[cH:13][cH:14]1.[Mg:1].[O:33]1[CH2:34][CH2:35][CH2:36][CH2:37]1>>[CH2:2]([CH2:3][CH2:4][CH2:5][CH2:6][CH3:7])[O:8][c:9]1[cH:10][cH:11][c:12]([C:29]2([OH:32])[CH2:28][CH2:27][N:26]([C:24]([O:23][CH2:16][c:17]3[cH:18][cH:19][cH:20][cH:21][cH:22]3)=[O:25])[CH2:31][CH2:30]2)[cH:13][cH:14]1.